Dataset: the Open Reaction Database (ORD), a public repository of structured organic reaction records. Task: describe an organic reaction: reactants, conditions, products, and yield The reactants are CC=1C=CC(=C(C1)C=1SC=C(N1)C(F)(F)F)[N+](=O)[O-] (2-(5-Methyl-2-nitrophenyl)-4-(trifluoromethyl)thiazole), C(C)(=O)O (acetic acid). Reagents/catalysts: [Fe] (iron), [Fe] (Iron). Solvent: O (water). Reaction conditions: temperature 65 celsius, time 10 minute. The product is CC1=CC(=C(C=C1)N)C=1SC=C(N1)C(F)(F)F (4-Methyl-2-[4-(trifluoromethyl)-2-thiazolyl]benzenamine). Yield: 49.3%. RXN SMILES: [CH3:1][C:2]1[CH:3]=[CH:4][C:5]([N+:17]([O-])=O)=[C:6]([C:8]2[S:9][CH:10]=[C:11]([C:13]([F:16])([F:15])[F:14])[N:12]=2)[CH:7]=1.C(O)(=O)C>[Fe].O>[CH3:1][C:2]1[CH:3]=[CH:4][C:5]([NH2:17])=[C:6]([C:8]2[S:9][CH:10]=[C:11]([C:13]([F:15])([F:14])[F:16])[N:12]=2)[CH:7]=1. Procedure: The product from Step D (3.1 g, 0.011 mol) was suspended in a mixture of glacial acetic acid (15 mL) and water (5 mL). The mixture was heated on a steam bath to a temperature of 65° C. Iron powder (1.9 g, 0.035 mol) was then added in small portions (exothermic). Care was taken during the addition to ensure that the temperature did not exceed 75° C. Once the iron had been added, heating at 75° C. was continued for another 10 min. The reaction mixture was hot-filtered onto 30 g cracked ice. After ... Starting materials: C1(=CC=CC=C1)C.C(C)(=O)OCC (toluene ethyl acetate), BrC1=CC=C(C(=O)C2=CC=CC=C2)C=C1 (4-bromobenzophenone), C1(CCCN1)=O (butyrolactam), C(=O)([O-])[O-].[K+].[K+] (K2CO3), Cu. Procedure: 2.61 g (0.01 mole) of 4-bromobenzophenone and 1.13 ml of butyrolactam (0.015 mole) are fused together at 180° C., and 1.4 g of K2CO3 and 0.63 g of Cu powder are added. The mixture is stirred at this temperature for 2 h, allowed to cool to 140° C. and then dissolved in ethyl acetate. Chromatography on silica gel eluting with toluene/ethyl acetate provides N-(4-benzoylphenyl)-2-pyrrolidinone of melting point 162°-164° C., which is immediately dissolved in 10 ml of methanol and 10 ml of 5 N NaOH an... Reaction SMILES: Br[C:2]1[CH:15]=[CH:14][C:5]([C:6]([C:8]2[CH:13]=[CH:12][CH:11]=[CH:10][CH:9]=2)=[O:7])=[CH:4][CH:3]=1.[C:16]1(=[O:21])[NH:20][CH2:19][CH2:18][CH2:17]1.C([O-])([O-])=O.[K+].[K+].C1(C)C=CC=CC=1.C(OCC)(=O)C>C(OCC)(=O)C>[C:6]([C:5]1[CH:14]=[CH:15][C:2]([N:20]2[CH2:19][CH2:18][CH2:17][C:16]2=[O:21])=[CH:3][CH:4]=1)(=[O:7])[C:8]1[CH:13]=[CH:12][CH:11]=[CH:10][CH:9]=1 |f:2.3.4,5.6|. Solvent: C(C)(=O)OCC (ethyl acetate). Reaction conditions: temperature 140 celsius, time 2 hour. The product is C(C1=CC=CC=C1)(=O)C1=CC=C(C=C1)N1C(CCC1)=O (N-(4-benzoylphenyl)-2-pyrrolidinone). The reactants are solution, O (water), Cl (HCl), COC(=O)C1CCC(CC1)C1=CC=C(C=C1)CCC1CCC(CC1)CCC (4-{4-[2-(4-propyl-cyclohexyl)-ethyl]-phenyl}-cyclohexane carboxylic acid methyl ester), COCCO[AlH2-]OCCOC.[Na+] (vitride). Run in C1(=CC=CC=C1)C (toluene). Run at temperature -40 celsius. Yields the product C(CC)C1CCC(CC1)CCC1=CC=C(C=C1)[C@@H]1CC[C@H](CC1)C=O (trans-4-{4-[2-(4-propyl-cyclohexyl)ethyl]phenyl}cyclohexane carbaldehyde). The yield is 45.0%. RXN SMILES: C[O:2][C:3]([CH:5]1[CH2:10][CH2:9][CH:8]([C:11]2[CH:16]=[CH:15][C:14]([CH2:17][CH2:18][CH:19]3[CH2:24][CH2:23][CH:22]([CH2:25][CH2:26][CH3:27])[CH2:21][CH2:20]3)=[CH:13][CH:12]=2)[CH2:7][CH2:6]1)=O.COCCO[AlH2-]OCCOC.[Na+].O.Cl>C1(C)C=CC=CC=1>[CH2:25]([CH:22]1[CH2:21][CH2:20][CH:19]([CH2:18][CH2:17][C:14]2[CH:13]=[CH:12][C:11]([C@H:8]3[CH2:9][CH2:10][C@H:5]([CH:3]=[O:2])[CH2:6][CH2:7]3)=[CH:16][CH:15]=2)[CH2:24][CH2:23]1)[CH2:26][CH3:27] |f:1.2|. Procedure: Vitride (3.3M in toluene, 19 mL, 62.7 mmol) was added with syringe to a flask filled with Argon gas, adjusted to 0° C., and morpholine (5.5 ml, 62.7 mmol) was added slowly dropwise with syringe. Then, toluene (31 ml) was added dropwise with syringe to produce vitride solution. 63 ml of a solution including 4-{4-[2-(4-propyl-cyclohexyl)-ethyl]-phenyl}-cyclohexane carboxylic acid methyl ester (2.3 g, 6.27 mmol) obtained in Example 5-2 in toluene a solution was added to another flask filled with ar...